Dataset: the Open Reaction Database (ORD), a public repository of structured organic reaction records. Task: describe an organic reaction: reactants, conditions, products, and yield Starting materials: CCCc1c(OCC(O)COc2ccc3c(=O)cc(C=CC(=O)OCC)oc3c2CCC)ccc(C(C)=O)c1O, O=C([O-])O, ClC(Cl)(Cl)Cl, CC(C)=O, CCO, [Na+]. The product is CCCc1c(OCC(O)COc2ccc3c(=O)cc(C=CC(=O)O)oc3c2CCC)ccc(C(C)=O)c1O. RXN SMILES: [C:1]([CH3:2])(=[O:3])[c:4]1[c:5]([OH:40])[c:6]([CH2:37][CH2:38][CH3:39])[c:7]([O:8][CH2:9][CH:10]([CH2:11][O:12][c:13]2[c:14]([CH2:31][CH2:32][CH3:33])[c:15]3[c:16]([c:17](=[O:28])[cH:18][c:19]([CH:21]=[CH:22][C:23](=[O:24])[O:25][CH2:26][CH3:27])[o:20]3)[cH:29][cH:30]2)[OH:34])[cH:35][cH:36]1.[C:41](=[O:42])([O-:43])[OH:44].[C:46]([Cl:47])([Cl:48])([Cl:49])[Cl:50].[CH3:51][C:52]([CH3:53])=[O:54].[CH3:55][CH2:56][OH:57].[Na+:45]>>[C:1]([CH3:2])(=[O:3])[c:4]1[c:5]([OH:40])[c:6]([CH2:37][CH2:38][CH3:39])[c:7]([O:8][CH2:9][CH:10]([CH2:11][O:12][c:13]2[c:14]([CH2:31][CH2:32][CH3:33])[c:15]3[c:16]([c:17](=[O:28])[cH:18][c:19]([CH:21]=[CH:22][C:23](=[O:24])[OH:25])[o:20]3)[cH:29][cH:30]2)[OH:34])[cH:35][cH:36]1.